Dataset: the Open Reaction Database (ORD), a public repository of structured organic reaction records. Task: describe an organic reaction: reactants, conditions, products, and yield The reactants are C[Si](C)(C)CC(=O)N (trimethylsilylacetamide), C[Si](C)(C)C(C(=O)N)[Si](C)(C)C (bis(trimethylsilyl)acetamide), NC1[C@@H]2N(C(=C(CS2)O)C(=O)OCC2=CC=C(C=C2)[N+](=O)[O-])C1=O (4-nitrobenzyl 7-amino-3-hydroxy-3-cephem-4-carboxylate), resultant solution, C(=O)NC=1SC=C(N1)C(C(=O)O)=NOCC(C)C (2-(2-Formamidothiazol-4-yl)-2-isobutoxyiminoacetic acid), P(=O)(Cl)(Cl)Cl (phosphoryl chloride). Run in C(C)(=O)OCC (ethyl acetate), O (Water), C(C)(=O)OCC (ethyl acetate), CN(C=O)C (N,N-dimethylformamide). Reaction conditions: temperature 40 celsius, time 30 minute. Product: C(=O)NC=1SC=C(N1)C(C(=O)NC1[C@@H]2N(C(=C(CS2)O)C(=O)OCC2=CC=C(C=C2)[N+](=O)[O-])C1=O)=NOCC(C)C (4-nitrobenzyl 7-[2-(2-formamidothiazol-4-yl)-2-isobutoxyiminoacetamido]-3-hydroxy-3-cephem-4-carboxylate). The yield is 90.6%. RXN SMILES: [CH:1]([NH:3][C:4]1[S:5][CH:6]=[C:7]([C:9](=[N:13][O:14][CH2:15][CH:16]([CH3:18])[CH3:17])[C:10]([OH:12])=O)[N:8]=1)=[O:2].P(Cl)(Cl)(Cl)=O.C[Si](CC(N)=O)(C)C.C[Si](C([Si](C)(C)C)C(N)=O)(C)C.[NH2:44][CH:45]1[C:66](=[O:67])[N:47]2[C:48]([C:53]([O:55][CH2:56][C:57]3[CH:62]=[CH:61][C:60]([N+:63]([O-:65])=[O:64])=[CH:59][CH:58]=3)=[O:54])=[C:49]([OH:52])[CH2:50][S:51][C@H:46]12>C(OCC)(=O)C.O.CN(C)C=O>[CH:1]([NH:3][C:4]1[S:5][CH:6]=[C:7]([C:9](=[N:13][O:14][CH2:15][CH:16]([CH3:18])[CH3:17])[C:10]([NH:44][CH:45]2[C:66](=[O:67])[N:47]3[C:48]([C:53]([O:55][CH2:56][C:57]4[CH:58]=[CH:59][C:60]([N+:63]([O-:65])=[O:64])=[CH:61][CH:62]=4)=[O:54])=[C:49]([OH:52])[CH2:50][S:51][C@H:46]23)=[O:12])[N:8]=1)=[O:2]. Procedure details: 2-(2-Formamidothiazol-4-yl)-2-isobutoxyiminoacetic acid (syn isomer, 0.54 g.), N,N-dimethylformamide (0.16 g.), phosphoryl chloride (0.34 g.) and ethyl acetate (10 ml.) were treated in a similar manner to that of Example 15-(1) to give the activated acid solution. On the other hand, trimethylsilylacetamide (1.85 g.) and bis(trimethylsilyl)acetamide (1.62 g.) were added to a suspension of 4-nitrobenzyl 7-amino-3-hydroxy-3-cephem-4-carboxylate (0.7 g.) in ethyl acetate (10 ml.) and stirred at 40° ...